This data is from the Open Reaction Database (ORD), a public repository of structured organic reaction records. The task is: describe an organic reaction: reactants, conditions, products, and yield Reactants: C1(CCCC1)Br (cyclopentyl bromide), OC=1C=C(C=CC1OC)N1C=NC2=C1C=CC(=C2)C(=O)OC (methyl 1-(3-hydroxy-4-methoxyphenyl)-1H-benzimidazole-5-carboxylate), [H-].[Na+] (sodium hydride). Solvent: CN(C=O)C (dimethylformamide). Run at temperature 100 celsius, time 30 minute. Product: C1(CCCC1)C=1C=C(C=CC1OC)N1C=NC2=C1C=CC(=C2)C(=O)OC (methyl 1-(3-cyclopentyl-4-methoxyphenyl)-1H-benzimidazole-5-carboxylate). As a reaction SMILES: [CH:1]1(Br)[CH2:5][CH2:4][CH2:3][CH2:2]1.O[C:8]1[CH:9]=[C:10]([N:16]2[C:20]3[CH:21]=[CH:22][C:23]([C:25]([O:27][CH3:28])=[O:26])=[CH:24][C:19]=3[N:18]=[CH:17]2)[CH:11]=[CH:12][C:13]=1[O:14][CH3:15].[H-].[Na+]>CN(C)C=O>[CH:1]1([C:12]2[CH:11]=[C:10]([N:16]3[C:20]4[CH:21]=[CH:22][C:23]([C:25]([O:27][CH3:28])=[O:26])=[CH:24][C:19]=4[N:18]=[CH:17]3)[CH:9]=[CH:8][C:13]=2[O:14][CH3:15])[CH2:5][CH2:4][CH2:3][CH2:2]1 |f:2.3|. Procedure: A mixture of (800 mg, 5.3 mmoles) cyclopentyl bromide, (1.6 g, 5.3 mmoles) methyl 1-(3-hydroxy-4-methoxyphenyl)-1H-benzimidazole-5-carboxylate and 251 mg of 50% sodium hydride in 10 ml of dimethylformamide was stirred at 100° C. for 30 minutes. The reaction was cooled, poured onto H2O and extracted with ethyl acetate. The ethyl acetate layer was dried and evaporated to give 2 g of crude product. Purification on silica gel with CH2Cl2 gave 1.1 g of methyl 1-(3-cyclopentyl-4-methoxyphenyl)-1H-benz... The reactants are NCCCCCCN (1,6-diaminohexane), C1(CCCCC1)C=1C=C(C=C(C1O)C1CCCCC1)CCC(=O)OC (methyl 3-(3,5-dicyclohexyl-4-hydroxyphenyl)propionate), C([O-])(O)=O.[Na+] (sodium bicarbonate). Run in C(C)(=O)O (acetic acid). Reaction conditions: temperature 175 celsius, time 1 hour. The product is C1(CCCCC1)C=1C=C(C=C(C1O)C1CCCCC1)CCC(=O)NCCCCCCNC(CCC1=CC(=C(C(=C1)C1CCCCC1)O)C1CCCCC1)=O (N,N'-bis[3-(3,5-dicyclohexyl-4-hydroxyphenyl)propionyl]-1,6-diaminohexane). Reaction SMILES: [NH2:1][CH2:2][CH2:3][CH2:4][CH2:5][CH2:6][CH2:7][NH2:8].[CH:9]1([C:15]2[CH:16]=[C:17]([CH2:28][CH2:29][C:30](OC)=[O:31])[CH:18]=[C:19]([CH:22]3[CH2:27][CH2:26][CH2:25][CH2:24][CH2:23]3)[C:20]=2[OH:21])[CH2:14][CH2:13][CH2:12][CH2:11][CH2:10]1.[C:34](=[O:37])(O)[O-].[Na+]>C(O)(=O)C>[CH:22]1([C:19]2[CH:18]=[C:17]([CH2:28][CH2:29][C:30]([NH:1][CH2:2][CH2:3][CH2:4][CH2:5][CH2:6][CH2:7][NH:8][C:34](=[O:37])[CH2:29][CH2:28][C:17]3[CH:18]=[C:19]([CH:22]4[CH2:27][CH2:26][CH2:25][CH2:24][CH2:23]4)[C:20]([OH:21])=[C:15]([CH:9]4[CH2:14][CH2:13][CH2:12][CH2:11][CH2:10]4)[CH:16]=3)=[O:31])[CH:16]=[C:15]([CH:9]3[CH2:14][CH2:13][CH2:12][CH2:11][CH2:10]3)[C:20]=2[OH:21])[CH2:27][CH2:26][CH2:25][CH2:24][CH2:23]1 |f:2.3|. Procedure: 11.6 of 1,6-diaminohexane are heated, under nitrogen, to 175° C. Then 0.2 g of acetic acid are added. Over 1 hour, 68.9 g of methyl 3-(3,5-dicyclohexyl-4-hydroxyphenyl)propionate are added to this mixture. The reaction mixture is heated for a further 3 hours at 175° C. The mixture is stirred, in a mixer, with 100 ml of 1% aqueous sodium bicarbonate. The resultant solid is isolated by suction filtration and washed with water until neutral. After drying, 60.3 g of a colourless powder with a meltin... Reactants: CCOC(C)=O, CC(C)c1cccc(C(C)C)c1N=C=O, CC1OC(CN)(C2CCCCC2)OC1C. Yields the product CC(C)c1cccc(C(C)C)c1NC(=O)NCC1(C2CCCCC2)OC(C)C(C)O1. RXN SMILES: [CH2:31]([O:32][C:33](=[O:34])[CH3:35])[CH3:36].[CH3:16][CH:17]([CH3:18])[c:19]1[c:20]([N:28]=[C:29]=[O:30])[c:21]([CH:25]([CH3:26])[CH3:27])[cH:22][cH:23][cH:24]1.[CH:1]1([C:7]2([CH2:14][NH2:15])[O:8][CH:9]([CH3:13])[CH:10]([CH3:12])[O:11]2)[CH2:2][CH2:3][CH2:4][CH2:5][CH2:6]1>>[CH:1]1([C:7]2([CH2:14][NH:15][C:29]([NH:28][c:20]3[c:19]([CH:17]([CH3:16])[CH3:18])[cH:24][cH:23][cH:22][c:21]3[CH:25]([CH3:26])[CH3:27])=[O:30])[O:8][CH:9]([CH3:13])[CH:10]([CH3:12])[O:11]2)[CH2:2][CH2:3][CH2:4][CH2:5][CH2:6]1. Starting materials: C(C1=CC=CC=C1)Br (benzyl bromide), C([O-])([O-])=O.[K+].[K+] (potassium carbonate), O=C1C[C@H](N(C1)C(=O)OCC1=CC=CC=C1)C(=O)O (4-keto-1-[(phenylmethoxy)carbonyl]-L-proline). Solvent: CN(C=O)C (dimethylformamide). Run at time 1 hour. The product is C(C1=CC=CC=C1)OC([C@H]1N(CC(C1)=O)C(=O)OCC1=CC=CC=C1)=O (4-Keto-1-[(phenylmethoxy)carbonyl]-L-proline benzyl ester). Isolated yield 49.0%. RXN SMILES: [O:1]=[C:2]1[CH2:6][N:5]([C:7]([O:9][CH2:10][C:11]2[CH:16]=[CH:15][CH:14]=[CH:13][CH:12]=2)=[O:8])[C@H:4]([C:17]([OH:19])=[O:18])[CH2:3]1.[CH2:20](Br)[C:21]1[CH:26]=[CH:25][CH:24]=[CH:23][CH:22]=1.C(=O)([O-])[O-].[K+].[K+]>CN(C)C=O>[CH2:20]([O:18][C:17](=[O:19])[C@@H:4]1[CH2:3][C:2](=[O:1])[CH2:6][N:5]1[C:7]([O:9][CH2:10][C:11]1[CH:12]=[CH:13][CH:14]=[CH:15][CH:16]=1)=[O:8])[C:21]1[CH:26]=[CH:25][CH:24]=[CH:23][CH:22]=1 |f:2.3.4|. Procedure: 5 g (0.02 mmol) of 4-keto-1-[(phenylmethoxy)carbonyl]-L-proline was dissolved in 50 ml dimethylformamide, 2.62 ml (0.022 mmol) of benzyl bromide and 3.59 g (0.026 mmol) of potassium carbonate were added. The reaction mixture was stirred for 1 hour followed by normal extractive work to give the title compound, 3.5 gm (49% yield), m.p. 55°-56° C. Starting materials: C1(=CC=CC=C1)COC1=CC=2C3=C(N(C2C=C1)C)CC(C3)C(=O)O (1,2,3,4-tetrahydro-7-phenylmethoxy-4-methylcyclopent[b]indole-2-carboxylic acid), N (ammonia). The solvent is C(C)O (ethanol). Conditions: temperature 100 celsius. The product is C1(=CC=CC=C1)COC1=CC=2C3=C(N(C2C=C1)C)CC(C3)C(=O)N (1,2,3,4-Tetrahydro-7-phenylmethoxy-4-methylcyclopent[b]indole-2-carboxylic acid amide). RXN SMILES: [C:1]1([CH2:7][O:8][C:9]2[CH:17]=[CH:16][C:15]3[N:14]([CH3:18])[C:13]4[CH2:19][CH:20]([C:22]([OH:24])=O)[CH2:21][C:12]=4[C:11]=3[CH:10]=2)[CH:6]=[CH:5][CH:4]=[CH:3][CH:2]=1.[NH3:25]>C(O)C>[C:1]1([CH2:7][O:8][C:9]2[CH:17]=[CH:16][C:15]3[N:14]([CH3:18])[C:13]4[CH2:19][CH:20]([C:22]([NH2:25])=[O:24])[CH2:21][C:12]=4[C:11]=3[CH:10]=2)[CH:6]=[CH:5][CH:4]=[CH:3][CH:2]=1. Procedure details: In a sealed tube was added a solution of 1,2,3,4-tetrahydro-7-phenylmethoxy-4-methylcyclopent[b]indole-2-carboxylic acid ecid ethyl ester (5.0 g, 0.014 mole) in 25 ml of absolute ethanol, followed by ammonia (30% aqueous solution, 10ml, 0.17 mole). After heating at 100° C. for five days, the mixture was cooled and the resultant tan precipitate collected and dried to give 3.0 g, m.p. 145°-148° C. Starting materials: C(=O)=O (CO2), N1([C@H](C(=O)N[C@@H](CC2=CC=CC=C2)C(=O)N[C@@H](CC2=CNC=N2)C(=O)N[C@@H](CC(C)C)[C@@H](O)CC(=O)N[C@@H](C)C(=O)N[C@@H](CC(C)C)[C@@H](O)CC(=O)OC)CCC1)C(=O)OCC1=CC=CC=C1 (Z-Pro-Phe-His-Sta-Ala-Sta-OMe), C(=O)=O (CO2). The reagents and catalysts are [Pd] (palladium-on-carbon). The solvent is CO (methanol). Product: N1[C@H](C(=O)N[C@@H](CC2=CC=CC=C2)C(=O)N[C@@H](CC2=CNC=N2)C(=O)N[C@@H](CC(C)C)[C@@H](O)CC(=O)N[C@@H](C)C(=O)N[C@@H](CC(C)C)[C@@H](O)CC(=O)OC)CCC1 (H-Pro-Phe-His-Sta-Ala-Sta-OMe). RXN SMILES: [N:1]1(C(OCC2C=CC=CC=2)=O)[CH2:57][CH2:56][CH2:55][C@H:2]1[C:3]([NH:5][C@H:6]([C:14]([NH:16][C@H:17]([C:24]([NH:26][C@H:27]([C@H:32]([CH2:34][C:35]([NH:37][C@H:38]([C:40]([NH:42][C@H:43]([C@H:48]([CH2:50][C:51]([O:53][CH3:54])=[O:52])[OH:49])[CH2:44][CH:45]([CH3:47])[CH3:46])=[O:41])[CH3:39])=[O:36])[OH:33])[CH2:28][CH:29]([CH3:31])[CH3:30])=[O:25])[CH2:18][C:19]1[N:23]=[CH:22][NH:21][CH:20]=1)=[O:15])[CH2:7][C:8]1[CH:13]=[CH:12][CH:11]=[CH:10][CH:9]=1)=[O:4].C(=O)=O>CO.[Pd]>[NH:1]1[CH2:57][CH2:56][CH2:55][C@H:2]1[C:3]([NH:5][C@H:6]([C:14]([NH:16][C@H:17]([C:24]([NH:26][C@H:27]([C@H:32]([CH2:34][C:35]([NH:37][C@H:38]([C:40]([NH:42][C@H:43]([C@H:48]([CH2:50][C:51]([O:53][CH3:54])=[O:52])[OH:49])[CH2:44][CH:45]([CH3:46])[CH3:47])=[O:41])[CH3:39])=[O:36])[OH:33])[CH2:28][CH:29]([CH3:31])[CH3:30])=[O:25])[CH2:18][C:19]1[N:23]=[CH:22][NH:21][CH:20]=1)=[O:15])[CH2:7][C:8]1[CH:9]=[CH:10][CH:11]=[CH:12][CH:13]=1)=[O:4]. Reported procedure: 125 mg of Z-Pro-Phe-His-Sta-Ala-Sta-OMe (from Example 13), dissolved in 10 ml of 90% strength methanol, are hydrogenated in the presence of 30 mg of palladium-on-carbon catalyst (10% Pd) at 25° under normal pressure with CO2 -absorption (CO2 from the removal of the Z-protecting group) until saturation. The catalyst is then filtered off, the filtrate is concentrated by evaporation and the residue is dried in a high vacuum. H-Pro-Phe-His-Sta-Ala-Sta-OMe (cf. Example 9) is obtained in the form of a... Reactants: CC1(C)C2CCC1(CS(=O)(=O)O)C(=O)C2, COCCN1CCc2ccc(N)cc2CC1, CC(C)O, C#CCNC(=O)c1cc(F)cc(F)c1Nc1nc(Cl)ncc1Cl. Product: C#CCNC(=O)c1cc(F)cc(F)c1Nc1nc(Nc2ccc3c(c2)CCN(CCOC)CC3)ncc1Cl. RXN SMILES: [C:40]12([CH2:41][S:42]([OH:43])(=[O:44])=[O:45])[C:46]([CH3:47])([CH3:48])[CH:49]([CH2:50][CH2:51]1)[CH2:52][C:53]2=[O:54].[CH3:1][O:2][CH2:3][CH2:4][N:5]1[CH2:6][CH2:7][c:8]2[c:9]([cH:12][c:13]([NH2:16])[cH:14][cH:15]2)[CH2:10][CH2:11]1.[CH:55]([OH:56])([CH3:57])[CH3:58].[Cl:17][c:18]1[n:19][cH:20][c:21]([Cl:39])[c:22]([NH:24][c:25]2[c:26]([C:27](=[O:28])[NH:29][CH2:30][C:31]#[CH:32])[cH:33][c:34]([F:38])[cH:35][c:36]2[F:37])[n:23]1>>[CH3:1][O:2][CH2:3][CH2:4][N:5]1[CH2:6][CH2:7][c:8]2[c:9]([cH:12][c:13]([NH:16][c:18]3[n:19][cH:20][c:21]([Cl:39])[c:22]([NH:24][c:25]4[c:26]([C:27](=[O:28])[NH:29][CH2:30][C:31]#[CH:32])[cH:33][c:34]([F:38])[cH:35][c:36]4[F:37])[n:23]3)[cH:14][cH:15]2)[CH2:10][CH2:11]1. The reactants are C(C)OC1=NC2=C(N1CC1=CC=C(C=C1)C1=C(C=CC=C1)C=1N=NN(N1)C(C1=CC=CC=C1)(C1=CC=CC=C1)C1=CC=CC=C1)C=C(C=C2C)C=2N=C1N(CCCC1)C2 (4'-[(2-ethoxy-4-methyl-6-(5,6,7,8-tetrahydro-imidazo[1,2-a]pyridin-2-yl)-benzimidazol-1-yl)-methyl]-2-(2-triphenylmethyl-tetrazol-5-yl)-biphenyl), [OH-].[Na+] (sodium hydroxide). Run in C(C)O (ethanol). Yields the product C(C)OC1=NC2=C(N1CC1=CC=C(C=C1)C1=C(C=CC=C1)C1=NN=NN1)C=C(C=C2C)C=2N=C1N(CCCC1)C2 (4'-[(2-Ethoxy-4-methyl-6-(5,6,7,8-tetrahydro-imidazo[1,2-a]pyridin-2-yl)-benzimidazol-1-yl)-methyl]-2-(1H-tetrazol-5-yl)-biphenyl). Reaction SMILES: [CH2:1]([O:3][C:4]1[N:8]([CH2:9][C:10]2[CH:15]=[CH:14][C:13]([C:16]3[CH:21]=[CH:20][CH:19]=[CH:18][C:17]=3[C:22]3[N:23]=[N:24][N:25](C(C4C=CC=CC=4)(C4C=CC=CC=4)C4C=CC=CC=4)[N:26]=3)=[CH:12][CH:11]=2)[C:7]2[CH:46]=[C:47]([C:51]3[N:52]=[C:53]4[CH2:58][CH2:57][CH2:56][CH2:55][N:54]4[CH:59]=3)[CH:48]=[C:49]([CH3:50])[C:6]=2[N:5]=1)[CH3:2].[OH-].[Na+]>C(O)C>[CH2:1]([O:3][C:4]1[N:8]([CH2:9][C:10]2[CH:15]=[CH:14][C:13]([C:16]3[CH:21]=[CH:20][CH:19]=[CH:18][C:17]=3[C:22]3[NH:26][N:25]=[N:24][N:23]=3)=[CH:12][CH:11]=2)[C:7]2[CH:46]=[C:47]([C:51]3[N:52]=[C:53]4[CH2:58][CH2:57][CH2:56][CH2:55][N:54]4[CH:59]=3)[CH:48]=[C:49]([CH3:50])[C:6]=2[N:5]=1)[CH3:2] |f:1.2|. Reported procedure: Prepared analogously to Example 213 from 4'-[(2-ethoxy-4-methyl-6-(5,6,7,8-tetrahydro-imidazo[1,2-a]pyridin-2-yl)-benzimidazol-1-yl)-methyl]-2-(2-triphenylmethyl-tetrazol-5-yl)-biphenyl and sodium hydroxide solution in ethanol. The reactants are [N+](=O)([O-])C1=CC=CC=C1 (nitrobenzene), C(C)(=O)CC1=CC=CC2=CC=CC=C12 (acetylmethylnaphthalene). The product is CCCCCCCCC (n-Nonane). Reaction SMILES: [N+](C1C=CC=CC=1)([O-])=O.[C:10]([CH2:13][C:14]1C2[C:18](=[CH:19]C=CC=2)[CH:17]=[CH:16][CH:15]=1)(=O)[CH3:11]>>[CH3:11][CH2:10][CH2:13][CH2:14][CH2:15][CH2:16][CH2:17][CH2:18][CH3:19]. Reported procedure: A crude isomer mixture weighing 33.71 grams and containing 59.4 weight 2,6-AMN, 12.8 weight percent nitrobenzene and 27.8 weight percent of other materials which were believed to be mainly other isomers of acetylmethylnaphthalene was used for the present evaluation.